Dataset: the Open Reaction Database (ORD), a public repository of structured organic reaction records. Task: describe an organic reaction: reactants, conditions, products, and yield Reactants: O=C([O-])C=CC(=O)[O-], CC(C)O, O=C(c1cccc(Cl)c1)N1CCc2nnc(Cl)cc2C1, NN, O. Product: NNc1cc2c(nn1)CCN(C(=O)c1cccc(Cl)c1)C2. Reaction SMILES: [C:24]([O-:25])(=[O:26])[CH:27]=[CH:28][C:29]([O-:30])=[O:31].[CH:32]([OH:33])([CH3:34])[CH3:35].[Cl:1][c:2]1[cH:3][c:4]2[c:5]([n:6][n:7]1)[CH2:8][CH2:9][N:10]([C:12]([c:13]1[cH:14][c:15]([Cl:19])[cH:16][cH:17][cH:18]1)=[O:20])[CH2:11]2.[NH2:22][NH2:23].[OH2:21]>>[c:2]1([NH:22][NH2:23])[cH:3][c:4]2[c:5]([n:6][n:7]1)[CH2:8][CH2:9][N:10]([C:12]([c:13]1[cH:14][c:15]([Cl:19])[cH:16][cH:17][cH:18]1)=[O:20])[CH2:11]2.